Dataset: the Open Reaction Database (ORD), a public repository of structured organic reaction records. Task: describe an organic reaction: reactants, conditions, products, and yield Starting materials: C(C1=CC=CC=C1)OC1=C(C=CC=C1)C1=C(C=C(C=C1)Cl)[N+](=O)[O-] (2-[2-(Benzyloxy)phenyl]-5-chloronitrobenzene), stannous(II) chloride, S(O)(O)(=O)=O (sulfuric acid). Run in C(C)O (ethanol). Reaction conditions: temperature 50 celsius. Product: C(C1=CC=CC=C1)OC1=C(C=CC=C1)C1=C(N)C=C(C=C1)Cl (2-[2-(Benzyloxy)phenyl]-5-chloroaniline). Reaction SMILES: [CH2:1]([O:8][C:9]1[CH:14]=[CH:13][CH:12]=[CH:11][C:10]=1[C:15]1[CH:20]=[CH:19][C:18]([Cl:21])=[CH:17][C:16]=1[N+:22]([O-])=O)[C:2]1[CH:7]=[CH:6][CH:5]=[CH:4][CH:3]=1.S(=O)(=O)(O)O>C(O)C>[CH2:1]([O:8][C:9]1[CH:14]=[CH:13][CH:12]=[CH:11][C:10]=1[C:15]1[CH:20]=[CH:19][C:18]([Cl:21])=[CH:17][C:16]=1[NH2:22])[C:2]1[CH:3]=[CH:4][CH:5]=[CH:6][CH:7]=1. Procedure: To a solution of the product from Step A (7.69 g, 21.34 mmol) in 80 mL of ethanol was added stannous(II) chloride (20.17 g, 106.7 mmol). The solution was heated to 50° C. for one hour, then cooled to room temperature. The solution was poured into 10 mL of concentrated sulfuric acid, then heated to 90° C. for 30 minutes. After cooling, the solution was concentrated in vacuo, basified with 20% NaOH solution, and extracted with EtOAc. The organic layer was washed with water and brine, dried (Na2SO4... Starting materials: solution, C(=O)(Cl)Cl (phosgene), C1(=CC=CC=C1)C (toluene), CC(C)(C)C=1C=C(C=C(C1O)C(C)(C)C)CCC(=O)NN (3,5-bis(1,1-dimethylethyl)-4-hydroxybenzenepropanoic acid hydrazide), C([O-])(O)=O.[Na+] (sodium bicarbonate). RXN SMILES: [C:1](Cl)(Cl)=[O:2].C1(C)C=CC=CC=1.[CH3:12][C:13]([C:16]1[CH:17]=[C:18]([CH2:27][CH2:28][C:29]([NH:31][NH2:32])=[O:30])[CH:19]=[C:20]([C:23]([CH3:26])([CH3:25])[CH3:24])[C:21]=1[OH:22])([CH3:15])[CH3:14].C(=O)(O)[O-].[Na+]>O1CCCC1.C(OCC)(=O)C>[CH3:26][C:23]([C:20]1[CH:19]=[C:18]([CH2:27][CH2:28][C:29]2[O:30][C:1](=[O:2])[NH:32][N:31]=2)[CH:17]=[C:16]([C:13]([CH3:12])([CH3:14])[CH3:15])[C:21]=1[OH:22])([CH3:24])[CH3:25] |f:3.4|. Run at time 10 minute. Yields the product CC(C)(C)C=1C=C(C=C(C1O)C(C)(C)C)CCC1=NNC(O1)=O (5-[2-[3,5-bis(1,1-dimethylethyl)-4-hydroxyphenyl]ethyl]-1,3,4-oxadiazol-2(3H)-one). Isolated yield 74.0%. The solvent is O1CCCC1 (tetrahydrofuran), C(C)(=O)OCC (ethyl acetate). Procedure: A 12.5% solution of phosgene in toluene (10.7 mL, 12.0 mmol) is added dropwise to a -78° C. solution of 3,5-bis(1,1-dimethylethyl)-4-hydroxybenzenepropanoic acid hydrazide in tetrahydrofuran (200 mL). The reaction mixture is stirred for 10 minutes then poured into a separatory funnel containing ethyl acetate and aqueous sodium bicarbonate. The organic phase is washed three times with water and once with brine. Drying the organic phase over magnesium sulfate and evaporation gives a crude product ... Reactants: C(C)OC(=O)C1(CCN(CC1)S(=O)(=O)C1=C(C=CC=C1)Cl)CC#N (1-(2-Chloro-benzenesulfonyl)-4-cyanomethyl-piperidine-4-carboxylic acid ethyl ester). Reagents/catalysts: O=[Pt]=O (PtO2). The solvent is CO.CC(=O)O (MeOH AcOH). The product is C(C)OC(=O)C1(CCN(CC1)S(=O)(=O)C1=C(C=CC=C1)Cl)CCN (4-(2-Amino-ethyl)-1-(2-chloro-benzenesulfonyl)-piperidine-4-carboxylic acid ethyl ester), crude light yellow oil. RXN SMILES: [CH2:1]([O:3][C:4]([C:6]1([CH2:22][C:23]#[N:24])[CH2:11][CH2:10][N:9]([S:12]([C:15]2[CH:20]=[CH:19][CH:18]=[CH:17][C:16]=2[Cl:21])(=[O:14])=[O:13])[CH2:8][CH2:7]1)=[O:5])[CH3:2]>CO.CC(O)=O.O=[Pt]=O>[CH2:1]([O:3][C:4]([C:6]1([CH2:22][CH2:23][NH2:24])[CH2:11][CH2:10][N:9]([S:12]([C:15]2[CH:20]=[CH:19][CH:18]=[CH:17][C:16]=2[Cl:21])(=[O:14])=[O:13])[CH2:8][CH2:7]1)=[O:5])[CH3:2] |f:1.2|. Reported procedure: 1-(2-Chloro-benzenesulfonyl)-4-cyanomethyl-piperidine-4-carboxylic acid ethyl ester (8.5 g) dissolved in MeOH/AcOH (1:1, 250 ml) was hydrogenated over PtO2 (2.6 g) for 4 h at atmospheric pressure until full conversion (control by thin layer chromatography). The catalyst was filtered off and the filtrate was concentrated in vacuo. The residue was dissolved in AcOEt and washed with 1M aqueous NaOH then with brine. The organic layer was dried over magnesium sulphate, the solvent removed in vacuo to... Reactants: C(C)S(=O)(=O)N(CCCCC(=O)OC)C1CC(OC2=CC=C(C=C12)C)(C)C (methyl 5-[ethylsulfonyl-(2,2,6-trimethyl-chroman-4-yl)amino]pentanoate), liquid, N (ammonia). Solvent: CO (methanol). Run at time 9 day. Yields the product C(C)S(=O)(=O)N(CCCCC(=O)N)C1CC(OC2=CC=C(C=C12)C)(C)C (5-[ethylsulfonyl-(2,2,6-trimethylchroman-4-yl)amino]pentanamide). RXN SMILES: [CH2:1]([S:3]([N:6]([CH:15]1[C:24]2[C:19](=[CH:20][CH:21]=[C:22]([CH3:25])[CH:23]=2)[O:18][C:17]([CH3:27])([CH3:26])[CH2:16]1)[CH2:7][CH2:8][CH2:9][CH2:10][C:11](OC)=[O:12])(=[O:5])=[O:4])[CH3:2].[NH3:28]>CO>[CH2:1]([S:3]([N:6]([CH:15]1[C:24]2[C:19](=[CH:20][CH:21]=[C:22]([CH3:25])[CH:23]=2)[O:18][C:17]([CH3:27])([CH3:26])[CH2:16]1)[CH2:7][CH2:8][CH2:9][CH2:10][C:11]([NH2:28])=[O:12])(=[O:5])=[O:4])[CH3:2]. Procedure: A solution of 0.4 g (1 mmol) of methyl 5-[ethylsulfonyl-(2,2,6-trimethyl-chroman-4-yl)amino]pentanoate and 1.5 ml of liquid ammonia in 10 ml of methanol is allowed to stand at RT for 9 days. After concentrating in vacuo, the residue is treated with water and extracted with EA. 0.37 g of 5-[ethylsulfonyl-(2,2,6-trimethylchroman-4-yl)amino]pentanamide is obtained; m.p. 127-129° C. The reactants are [Cl-].[NH4+] (ammonium chloride), FC(C1=CC=C(N)C=C1)(F)F (4-trifluoromethylaniline), C(C=CCC)(=O)N1C(OCC1)=O (3-(2-pentenoyl)-1,3-oxazolidin-2-one), Pd((R)-binap)(H2O)2(OTf)2. Run in C1(=CC=CC=C1)C (toluene). Run at time 16 hour. Product: FC(C1=CC=C(NC(CC(=O)N2C(OCC2)=O)CC)C=C1)(F)F (3-[3-(4-trifluoromethylanilino)pentanoyl]-1,3-oxazolidin-2-one). Yield: 50.0%. Reaction SMILES: [F:1][C:2]([F:11])([F:10])[C:3]1[CH:9]=[CH:8][C:6]([NH2:7])=[CH:5][CH:4]=1.[C:12]([N:18]1[CH2:22][CH2:21][O:20][C:19]1=[O:23])(=[O:17])[CH:13]=[CH:14][CH2:15][CH3:16].[Cl-].[NH4+]>C1(C)C=CC=CC=1>[F:1][C:2]([F:10])([F:11])[C:3]1[CH:9]=[CH:8][C:6]([NH:7][CH:14]([CH2:15][CH3:16])[CH2:13][C:12]([N:18]2[CH2:22][CH2:21][O:20][C:19]2=[O:23])=[O:17])=[CH:5][CH:4]=1 |f:2.3|. Procedure details: To a solution of 4-trifluoromethylaniline (193 mg, 1.2 mmol) and 3-(2-pentenoyl)-1,3-oxazolidin-2-one (189 mg, 1.0 mmol) in toluene (3 ml) in a stream of nitrogen was added Pd((R)-binap)(H2O)2(OTf)2 (26.6 mg, 0.025 mmol), and the resulting mixture was stirred at room temperature for 16 hours. After completion of the reaction, a saturated aqueous solution of ammonium chloride (10 ml) was added to the reaction mixture and the mixture was extracted with ethyl acetate (10 ml). The organic layer was ... The reactants are CCOC(=O)CCc1cccc(N)c1, O=C(O)c1cccc(-c2ccc(F)cc2)n1. RXN SMILES: [CH2:17]([CH3:18])[O:19][C:20]([CH2:21][CH2:22][c:23]1[cH:24][c:25]([NH2:29])[cH:26][cH:27][cH:28]1)=[O:30].[F:1][c:2]1[cH:3][cH:4][c:5](-[c:8]2[cH:9][cH:10][cH:11][c:12]([C:14](=[O:15])[OH:16])[n:13]2)[cH:6][cH:7]1>>[F:1][c:2]1[cH:3][cH:4][c:5](-[c:8]2[cH:9][cH:10][cH:11][c:12]([C:14](=[O:16])[NH:29][c:25]3[cH:24][c:23]([CH2:22][CH2:21][C:20]([O:19][CH2:17][CH3:18])=[O:30])[cH:28][cH:27][cH:26]3)[n:13]2)[cH:6][cH:7]1. Product: CCOC(=O)CCc1cccc(NC(=O)c2cccc(-c3ccc(F)cc3)n2)c1.